This data is from the Open Reaction Database (ORD), a public repository of structured organic reaction records. The task is: describe an organic reaction: reactants, conditions, products, and yield As a reaction SMILES: [Br-:14].[CH3:20][CH2:21][O:22][CH2:23][CH3:24].[CH:15]1([Mg+:18])[CH2:16][CH2:17]1.[F:1][c:2]1[c:3]2[c:8]([cH:9][c:10]([F:12])[cH:11]1)[O:7][CH2:6][CH2:5][C:4]2=[O:13].[O:25]1[CH2:26][CH2:27][CH2:28][CH2:29]1.[OH2:19]>>[F:1][c:2]1[c:3]2[c:8]([cH:9][c:10]([F:12])[cH:11]1)[O:7][CH2:6][CH2:5][C:4]2([OH:13])[CH:15]1[CH2:16][CH2:17]1. The reactants are [Br-], CCOCC, [Mg+]C1CC1, O=C1CCOc2cc(F)cc(F)c21, C1CCOC1, O. The product is OC1(C2CC2)CCOc2cc(F)cc(F)c21. Starting materials: N#CCBr, CN1C(=O)Cn2c(=O)[nH]c3cccc1c32, [H-], [Na+], CN(C)C=O. Yields the product CN1C(=O)Cn2c(=O)n(CC#N)c3cccc1c32. As a reaction SMILES: [Br:18][CH2:19][C:20]#[N:21].[CH3:1][N:2]1[C:3](=[O:15])[CH2:4][n:5]2[c:6]3[c:7]([cH:8][cH:9][cH:10][c:11]31)[nH:12][c:13]2=[O:14].[H-:16].[Na+:17].[O:22]=[CH:23][N:24]([CH3:25])[CH3:26]>>[CH3:1][N:2]1[C:3](=[O:15])[CH2:4][n:5]2[c:6]3[c:7]([cH:8][cH:9][cH:10][c:11]31)[n:12]([CH2:19][C:20]#[N:21])[c:13]2=[O:14].